This data is from the Open Reaction Database (ORD), a public repository of structured organic reaction records. The task is: describe an organic reaction: reactants, conditions, products, and yield Starting materials: CC(=O)O, CC(=O)[O-], CC(C)(C)C(=O)C(C(Cl)C(Cl)(Cl)Cl)n1cncn1, [Na+], O. Product: CC(=O)OC(C(C(=O)C(C)(C)C)n1cncn1)C(Cl)(Cl)Cl. Reaction SMILES: [CH3:25][C:26](=[O:27])[OH:28].[CH3:2][C:3]([O-:4])=[O:5].[Cl:6][C:7]([CH:8]([CH:9]([C:10]([C:11]([CH3:12])([CH3:13])[CH3:14])=[O:15])[n:16]1[n:17][cH:18][n:19][cH:20]1)[Cl:21])([Cl:22])[Cl:23].[Na+:1].[OH2:24]>>[CH3:2][C:3](=[O:4])[O:5][CH:8]([C:7]([Cl:6])([Cl:22])[Cl:23])[CH:9]([C:10]([C:11]([CH3:12])([CH3:13])[CH3:14])=[O:15])[n:16]1[n:17][cH:18][n:19][cH:20]1.